Dataset: the Open Reaction Database (ORD), a public repository of structured organic reaction records. Task: describe an organic reaction: reactants, conditions, products, and yield Reagents/catalysts: CN(C)C=1C=CN=CC1 (DMAP). Reported procedure: 1.76 g (10.0 mmol) of the 2-benzofuranacetic acid, 1.26 g (10.0 mmol) of 4-hydroxy-6-methyl-2-pyrone and 2.27 g (11.1 mmol) of DCC were suspended in 50 ml of chloroform, then 130 mg (1.06 mmol) of DMAP added and stirring carried out overnight at 60° C. The reaction liquid was cooled to room temperature and the insoluble material filtered off. The mother liquor was concentrated and the residue purified by column chromatography. The solid obtained was recrystallized from ethanol and Compound 15 (6... RXN SMILES: [C:1]1([CH2:10][C:11]([OH:13])=O)[O:2][CH:3]=[C:4]2[CH:9]=[CH:8][CH:7]=[CH:6][C:5]=12.[OH:14][C:15]1[CH:20]=[C:19]([CH3:21])[O:18][C:17](=[O:22])[CH:16]=1.C1CCC(N=C=NC2CCCCC2)CC1.[Na].C(=O)([O-])O.[Na+]>C(Cl)(Cl)Cl.CN(C1C=CN=CC=1)C.C(O)C>[O:2]1[C:3]2[CH:6]=[CH:7][CH:8]=[CH:9][C:4]=2[CH:5]=[C:1]1[CH2:10][C:11]([C:16]1[C:17](=[O:22])[O:18][C:19]([CH3:21])=[CH:20][C:15]=1[OH:14])=[O:13] |f:4.5,^1:37|. Conditions: time 8 hour. Product: O1C(=CC2=C1C=CC=C2)CC(=O)C=2C(OC(=CC2O)C)=O (3-{2-(benzofuran-2-yl)}acetyl-4-hydroxy-6-methyl-pyrone). Starting materials: Compound 15, C=1(OC=C2C1C=CC=C2)CC(=O)O (2-benzofuranacetic acid), [Na] (sodium), OC1=CC(OC(=C1)C)=O (4-hydroxy-6-methyl-2-pyrone), C1CCC(CC1)N=C=NC2CCCCC2 (DCC), C(O)([O-])=O.[Na+] (sodium hydrogen carbonate). The solvent is C(C)O (ethanol), C(Cl)(Cl)Cl (chloroform). Reactants: ClC1=NC2=C(N1C)C(=CC=C2C(F)(F)F)C(CC)CC (2-chloro-7-(1-ethylpropyl)-1-methyl-4-(trifluoromethyl)-1H-benzimidazole), ClC1=CC(=C(N)C(=C1)C)OC (4-chloro-2-methoxy-6-methylaniline), C([O-])(O)=O.[Na+] (sodium bicarbonate). The reagents and catalysts are CN1C(CCC1)=O (N-methyl-2-pyrrolidinone). Conditions: temperature 110 celsius. The product is ClC1=CC(=C(C(=C1)C)NC1=NC2=C(N1C)C(=CC=C2C(F)(F)F)C(CC)CC)OC (N-(4-Chloro-2-methoxy-6-methylphenyl)-7-(1-ethylpropyl)-1-methyl-4-(trifluoromethyl)-1H-benzimidazol-2-amine). The yield is 33.7%. As a reaction SMILES: Cl[C:2]1[N:6]([CH3:7])[C:5]2[C:8]([CH:16]([CH2:19][CH3:20])[CH2:17][CH3:18])=[CH:9][CH:10]=[C:11]([C:12]([F:15])([F:14])[F:13])[C:4]=2[N:3]=1.[Cl:21][C:22]1[CH:28]=[C:27]([CH3:29])[C:25]([NH2:26])=[C:24]([O:30][CH3:31])[CH:23]=1.C(=O)(O)[O-].[Na+]>CN1CCCC1=O>[Cl:21][C:22]1[CH:28]=[C:27]([CH3:29])[C:25]([NH:26][C:2]2[N:6]([CH3:7])[C:5]3[C:8]([CH:16]([CH2:19][CH3:20])[CH2:17][CH3:18])=[CH:9][CH:10]=[C:11]([C:12]([F:13])([F:14])[F:15])[C:4]=3[N:3]=2)=[C:24]([O:30][CH3:31])[CH:23]=1 |f:2.3|. Procedure: A mixture of 2-chloro-7-(1-ethylpropyl)-1-methyl-4-(trifluoromethyl)-1H-benzimidazole (290 mg, 0.95 mmol), 4-chloro-2-methoxy-6-methylaniline (491 mg, 2.86 mmol) and N-methyl-2-pyrrolidinone (3 drops) was heated at 110° C. for 72 h. Aqueous saturated sodium bicarbonate was added to the residue and extracted with ethyl acetate. The extracts were washed with water, dried over magnesium sulfate and concentrated in vacuo. The residue was purified by chromatography on silica gel with a 10% ethyl acet...